From a dataset of the Open Reaction Database (ORD), a public repository of structured organic reaction records. describe an organic reaction: reactants, conditions, products, and yield Reactants: BrCCOC=1C=C(C=CC1)C1=NOC2=C1SC=C2 (3-[3-(2-bromo-ethoxy)-phenyl]-thieno[2,3-d]isoxazole), C([O-])([O-])=O.[K+].[K+] (potassium carbonate), FC(C1=CC=C(CN)C=C1)(F)F (4-(trifluoromethyl)benzylamine). Solvent: C(C)#N (acetonitrile). Conditions: time 8 hour. Product: O1N=C(C2=C1C=CS2)C=2C=C(OCCNCC1=CC=C(C=C1)C(F)(F)F)C=CC2 ([2-(3-thieno[2,3-d]isoxazol-3-yl-phenoxy)-ethyl]-(4-trifluoromethylbenzyl)-amine). As a reaction SMILES: Br[CH2:2][CH2:3][O:4][C:5]1[CH:6]=[C:7]([C:11]2[C:15]3[S:16][CH:17]=[CH:18][C:14]=3[O:13][N:12]=2)[CH:8]=[CH:9][CH:10]=1.C(=O)([O-])[O-].[K+].[K+].[F:25][C:26]([F:36])([F:35])[C:27]1[CH:34]=[CH:33][C:30]([CH2:31][NH2:32])=[CH:29][CH:28]=1>C(#N)C>[O:13]1[C:14]2[CH:18]=[CH:17][S:16][C:15]=2[C:11]([C:7]2[CH:6]=[C:5]([CH:10]=[CH:9][CH:8]=2)[O:4][CH2:3][CH2:2][NH:32][CH2:31][C:30]2[CH:29]=[CH:28][C:27]([C:26]([F:25])([F:35])[F:36])=[CH:34][CH:33]=2)=[N:12]1 |f:1.2.3|. Procedure: The title compound is prepared from 3-[3-(2-bromo-ethoxy)-phenyl]-thieno[2,3-d]isoxazole, potassium carbonate, 4-(trifluoromethyl)benzylamine and acetonitrile essentially as described above in example 18 except that the reaction is run overnight and the compound is purified by column chromatography using a solvent gradient of 5% ethyl acetate in dichloromethane to 10% methanol in ethyl acetate. Purity by LC/MS (APCI)=98%, [M+H]+=419. Reactants: BrCCN1CCOCC1 (4-(2-bromoethyl)morpholine), C(C)(C)(C)[C@@H]1NC(O[C@H]2[C@H](CCCCCC=3C(=NC=4C=CC=CC4C3O)O[C@@H]3C[C@H](N(C1=O)C3)C(=O)N[C@]3([C@@H](C3)C=C)C(NS(=O)(=O)C3(CC3)COC)=O)CCC2)=O ((3aR,7S,10S,12R,24aR)-7-tert-butyl-N-[(1R,2S)-2-ethenyl-1-({[1-(methoxymethyl)cyclopropyl]sulfonyl}carbamoyl)cyclopropyl]-19-hydroxy-5,8-dioxo-1,2,3,3a,5,6,7,8,11,12,20,21,22,23,24,24a-hexadecahydro-10H-9,12-methanocyclopenta[18,19][1,10,3,6]dioxadiazacyclononadecino[11,12-b]quinoline-10-carboxamide). Yields the product C(C)(C)(C)[C@@H]1NC(O[C@H]2[C@H](CCCCCC=3C(=NC=4C=CC=CC4C3OCCN3CCOCC3)O[C@@H]3C[C@H](N(C1=O)C3)C(=O)N[C@]3([C@@H](C3)C=C)C(NS(=O)(=O)C3(CC3)COC)=O)CCC2)=O ((3aR,7S,10S,12R,24aR)-7-tert-butyl-N-[(1R,2S)-2-ethenyl-1-({[1-(methoxymethyl)cyclopropyl]sulfonyl}carbamoyl)cyclopropyl]-19-[2-(morpholin-4-yl)ethoxy]-5,8-dioxo-1,2,3,3a,5,6,7,8,11,12,20,21,22,23,24,24a-hexadecahydro-10H-9,12-methanocyclopenta[18,19][1,10,3,6]dioxadiazacyclononadecino[11,12-b]quinoline-10-carboxamide). RXN SMILES: Br[CH2:2][CH2:3][N:4]1[CH2:9][CH2:8][O:7][CH2:6][CH2:5]1.[C:10]([C@H:14]1[C:41](=[O:42])[N:40]2[CH2:43][C@@H:37]([CH2:38][C@H:39]2[C:44]([NH:46][C@:47]2([C:52](=[O:63])[NH:53][S:54]([C:57]3([CH2:60][O:61][CH3:62])[CH2:59][CH2:58]3)(=[O:56])=[O:55])[CH2:49][C@H:48]2[CH:50]=[CH2:51])=[O:45])[O:36][C:26]2=[N:27][C:28]3[CH:29]=[CH:30][CH:31]=[CH:32][C:33]=3[C:34]([OH:35])=[C:25]2[CH2:24][CH2:23][CH2:22][CH2:21][CH2:20][C@@H:19]2[CH2:64][CH2:65][CH2:66][C@H:18]2[O:17][C:16](=[O:67])[NH:15]1)([CH3:13])([CH3:12])[CH3:11]>>[C:10]([C@H:14]1[C:41](=[O:42])[N:40]2[CH2:43][C@@H:37]([CH2:38][C@H:39]2[C:44]([NH:46][C@:47]2([C:52](=[O:63])[NH:53][S:54]([C:57]3([CH2:60][O:61][CH3:62])[CH2:59][CH2:58]3)(=[O:55])=[O:56])[CH2:49][C@H:48]2[CH:50]=[CH2:51])=[O:45])[O:36][C:26]2=[N:27][C:28]3[CH:29]=[CH:30][CH:31]=[CH:32][C:33]=3[C:34]([O:35][CH2:2][CH2:3][N:4]3[CH2:9][CH2:8][O:7][CH2:6][CH2:5]3)=[C:25]2[CH2:24][CH2:23][CH2:22][CH2:21][CH2:20][C@@H:19]2[CH2:64][CH2:65][CH2:66][C@H:18]2[O:17][C:16](=[O:67])[NH:15]1)([CH3:11])([CH3:12])[CH3:13]. Procedure: The title compound was prepared using the same method as described for Example 42 using 4-(2-bromoethyl)morpholine and (3aR,7S,10S,12R,24aR)-7-tert-butyl-N-[(1R,2S)-2-ethenyl-1-({[1-(methoxymethyl)cyclopropyl]sulfonyl}carbamoyl)cyclopropyl]-19-hydroxy-5,8-dioxo-1,2,3,3a,5,6,7,8,11,12,20,21,22,23,24,24a-hexadecahydro-10H-9,12-methanocyclopenta[18,19][1,10,3,6]dioxadiazacyclononadecino[11,12-b]quinoline-10-carboxamide (Example 35). Purification by flash chromatography (ISCO) afforded the desired p... The reactants are ClC1=NC=CC(=C1C1=CC=NC=C1)C1=CC=C(C=C1)Cl (2-chloro-4-(4-chlorophenyl)-3,4′-bipyridine), O.NN (hydrazine monohydrate). Solvent: N1=CC=CC=C1 (pyridine). Yields the product ClC1=CC=C(C=C1)C1=C(C(=NC=C1)NN)C1=CC=NC=C1 (4-(4-chlorophenyl)-2-hydrazinyl-3,4′-bipyridine). Isolated yield 78.4%. Reaction SMILES: Cl[C:2]1[C:7]([C:8]2[CH:13]=[CH:12][N:11]=[CH:10][CH:9]=2)=[C:6]([C:14]2[CH:19]=[CH:18][C:17]([Cl:20])=[CH:16][CH:15]=2)[CH:5]=[CH:4][N:3]=1.O.[NH2:22][NH2:23]>N1C=CC=CC=1>[Cl:20][C:17]1[CH:18]=[CH:19][C:14]([C:6]2[CH:5]=[CH:4][N:3]=[C:2]([NH:22][NH2:23])[C:7]=2[C:8]2[CH:13]=[CH:12][N:11]=[CH:10][CH:9]=2)=[CH:15][CH:16]=1 |f:1.2|. Procedure: To a stirring solution of 2-chloro-4-(4-chlorophenyl)-3,4′-bipyridine (1.3 g, 4.3 mmol) in pyridine (5 mL) at room temperature under argon was added hydrazine monohydrate (2.5 mL, 51.5 mmol). The reaction mixture was stirred at reflux under argon for 15 h. After cooling the reaction mixture to room temperature, most of the solvent was removed under reduced pressure. Water (25 mL) was added to the residue while stirring and a precipitate formed. The precipitate was collected by filtration and was... Reactants: CC(CCOC1=CC=C(C2=C1C(C=C(O2)C2=NN=NN2CC2=CC=CC=C2)=O)CCC)C (5-[5-(3-methyl-n-butoxy)-8-n-propyl-4-oxo-4H-1-benzopyran-2-yl]-N-benzyltetrazole), [H][H] (hydrogen). The reagents and catalysts are [Pd] (palladium on charcoal). Solvent: C(C)O (ethanol). Product: CC(CCOC1=CC=C(C2=C1C(C=C(O2)C2=NN=NN2)=O)CCC)C (5-[5-(3-methyl-n-butoxy)-8-n-propyl-4-oxo-4H-1-benzopyran-2-yl] tetrazole). RXN SMILES: [CH3:1][CH:2]([CH3:32])[CH2:3][CH2:4][O:5][C:6]1[C:11]2[C:12](=[O:28])[CH:13]=[C:14]([C:16]3[N:20](CC4C=CC=CC=4)[N:19]=[N:18][N:17]=3)[O:15][C:10]=2[C:9]([CH2:29][CH2:30][CH3:31])=[CH:8][CH:7]=1.[H][H]>[Pd].C(O)C>[CH3:1][CH:2]([CH3:32])[CH2:3][CH2:4][O:5][C:6]1[C:11]2[C:12](=[O:28])[CH:13]=[C:14]([C:16]3[NH:20][N:19]=[N:18][N:17]=3)[O:15][C:10]=2[C:9]([CH2:29][CH2:30][CH3:31])=[CH:8][CH:7]=1. Reported procedure: A solution of 2.96 parts of 5-[5-(3-methyl-n-butoxy)-8-n-propyl-4-oxo-4H-1-benzopyran-2-yl]-N-benzyltetrazole in 500 parts of ethanol was stirred at 60° C, with 0.096 parts of 5% palladium on charcoal, in an atmosphere of hydrogen for 11 1/2 hours. The reaction mixture was cooled, was filtered and the solvent removed by evaporation to give a residue which was chromatographed on silica gel. Careful elution with chloroform and chloroform/acetone gave 0.16 parts of 5-[5-(3-methyl-n-butoxy)-8-n-prop... Starting materials: COC1=CC=C(C=C1)C=1N(C2=CC=C(C=C2C1C)O)CCC (2-(4-methoxy-phenyl)-3-methyl-1-propyl-1H-indole-5-ol), C(C)OC(C(C)(C)Br)=O (2-bromo-2-methyl-propanoic acid ethylester). Yields the product C(C)OC(C(C)(C)OC=1C=C2C(=C(N(C2=CC1)CCC)C1=CC=C(C=C1)OC)C)=O (2-[2-(4-Methoxy-phenyl)-3-methyl-1-propyl-1H-indole-5-yloxy]-2-methyl-propanoic acid ethylester). RXN SMILES: [CH3:1][O:2][C:3]1[CH:8]=[CH:7][C:6]([C:9]2[N:10]([CH2:20][CH2:21][CH3:22])[C:11]3[C:16]([C:17]=2[CH3:18])=[CH:15][C:14]([OH:19])=[CH:13][CH:12]=3)=[CH:5][CH:4]=1.[CH2:23]([O:25][C:26](=[O:31])[C:27](Br)([CH3:29])[CH3:28])[CH3:24]>>[CH2:23]([O:25][C:26](=[O:31])[C:27]([O:19][C:14]1[CH:15]=[C:16]2[C:11](=[CH:12][CH:13]=1)[N:10]([CH2:20][CH2:21][CH3:22])[C:9]([C:6]1[CH:7]=[CH:8][C:3]([O:2][CH3:1])=[CH:4][CH:5]=1)=[C:17]2[CH3:18])([CH3:29])[CH3:28])[CH3:24]. Procedure details: In accordance with a procedure analogous to that of Example 10, the above compound was prepared from 2-(4-methoxy-phenyl)-3-methyl-1-propyl-1H-indole-5-ol and 2-bromo-2-methyl-propanoic acid ethylester. Yield: 92.0%. Reported procedure: Following the procedure of Example 2, 150 parts of monocyclohexyl phosphine are reacted with 190 parts of 40% aqueous glyoxal solution to give 207 parts (92% yield) of 1,4-dicyclohexyl-2,3,5,6-tetrahydroxy-1,4diphosphorinane, m.p. 182°-215° C. The product is 207, C1(CCCCC1)P1C(C(P(C(C1O)O)C1CCCCC1)O)O (1,4-dicyclohexyl-2,3,5,6-tetrahydroxy-1,4diphosphorinane). Starting materials: C1(CCCCC1)P (monocyclohexyl phosphine), C(=O)C=O (glyoxal). As a reaction SMILES: [CH:1]1([PH2:7])[CH2:6][CH2:5][CH2:4][CH2:3][CH2:2]1.[CH:8]([CH:10]=[O:11])=[O:9]>>[CH:1]1([P:7]2[CH:8]([OH:9])[CH:10]([OH:11])[P:7]([CH:1]3[CH2:6][CH2:5][CH2:4][CH2:3][CH2:2]3)[CH:8]([OH:9])[CH:10]2[OH:11])[CH2:6][CH2:5][CH2:4][CH2:3][CH2:2]1. Starting materials: C(=O)(OC)C1=C2C=3C(CCCC3NC2=CC=C1)=O (5-carbomethoxy-1,2-dihydro-9H-carbazol-4(3H)-one), C1=CC(=CC(=C1)CBr)C#N (a-bromo-m-tolunitrile), C([O-])([O-])=O.[K+].[K+] (potassium carbonate). Solvent: CN(C)C=O (DMF), C(C)(=O)OCC (ethyl acetate). Conditions: temperature 25 celsius, time 24 hour. Product: C(#N)C=1C=C(C=CC1)CN1C2=CC=CC(=C2C=2C(CCCC12)=O)C(=O)OC (9-[(3-cyanophenyl)methyl]-5-carbomethoxy -1,2-dihydrocarbazol-4(3H)-one). Yield: 82.3%. RXN SMILES: [C:1]([C:5]1[CH:17]=[CH:16][CH:15]=[C:14]2[C:6]=1[C:7]1[C:8](=[O:18])[CH2:9][CH2:10][CH2:11][C:12]=1[NH:13]2)([O:3][CH3:4])=[O:2].[CH:19]1[CH:24]=[C:23]([CH2:25]Br)[CH:22]=[C:21]([C:27]#[N:28])[CH:20]=1.C(=O)([O-])[O-].[K+].[K+]>CN(C=O)C.C(OCC)(=O)C>[C:27]([C:21]1[CH:22]=[C:23]([CH2:25][N:13]2[C:12]3[CH2:11][CH2:10][CH2:9][C:8](=[O:18])[C:7]=3[C:6]3[C:14]2=[CH:15][CH:16]=[CH:17][C:5]=3[C:1]([O:3][CH3:4])=[O:2])[CH:24]=[CH:19][CH:20]=1)#[N:28] |f:2.3.4|. Reported procedure: A suspension of 5-carbomethoxy-1,2-dihydro-9H-carbazol-4(3H)-one (973 mg, 4.0 mM), a-bromo-m-tolunitrile (1.0 g, 4.9 mM), and potassium carbonate (553 mg, 4.0 mM) in 10 mL of DMF was stirred at 25° C. for 24 hours. The mixture was diluted with ethyl acetate, washed five times with H2O, 1 N HCl, H2O, sat NaHCO3, H2O, and saturated brine, dried over anhydrous magnesium sulfate, filtered, concentrated. The residue was dried in vacuo to afford 1.18 g (82%) of the 9-[(3-cyanophenyl)methyl]-5-carbomet... Reaction SMILES: [C:20]([CH3:21])(=[O:22])[c:23]1[cH:24][cH:25][c:26]([O:31][CH2:32][C:33](=[CH2:34])[CH2:35][I:29])[c:27]([CH:28]=[O:36])[cH:30]1.[CH3:37][O-:38].[CH3:41][C:42]#[N:43].[CH3:44][OH:45].[Na+:39].[OH2:40].[c:1]1([P:2]([c:3]2[cH:4][cH:5][cH:6][cH:7][cH:8]2)[c:9]2[cH:10][cH:11][cH:12][cH:13][cH:14]2)[cH:15][cH:16][cH:17][cH:18][cH:19]1>>[C:20]([CH3:21])(=[O:22])[c:23]1[cH:24][cH:25][c:26]2[c:27]([cH:30]1)[CH:28]=[CH:35][C:33](=[CH2:34])[CH2:32][O:31]2. Yields the product C=C1C=Cc2cc(C(C)=O)ccc2OC1. The reactants are C=C(CI)COc1ccc(C(C)=O)cc1C=O, C[O-], CC#N, CO, [Na+], O, c1ccc(P(c2ccccc2)c2ccccc2)cc1. The reactants are CSC1=Nc2cc(SC)ccc2Nc2cscc21, CC(=O)O, O, OCCN1CCNCC1. The product is CSc1ccc2c(c1)N=C(N1CCN(CCO)CC1)c1cscc1N2. Reaction SMILES: [CH3:1][S:2][c:3]1[cH:4][cH:5][c:6]2[c:7]([cH:18]1)[N:8]=[C:9]([S:16][CH3:17])[c:10]1[c:11]([cH:13][s:14][cH:15]1)[NH:12]2.[CH3:29][C:30](=[O:31])[OH:32].[OH2:19].[OH:20][CH2:21][CH2:22][N:23]1[CH2:24][CH2:25][NH:26][CH2:27][CH2:28]1>>[CH3:1][S:2][c:3]1[cH:4][cH:5][c:6]2[c:7]([cH:18]1)[N:8]=[C:9]([N:26]1[CH2:25][CH2:24][N:23]([CH2:22][CH2:21][OH:20])[CH2:28][CH2:27]1)[c:10]1[c:11]([cH:13][s:14][cH:15]1)[NH:12]2. Starting materials: BC#N, CN(C)C1(c2ccccc2)CCNCC1, CN(CCC=O)C(=O)OC(C)(C)C, CO, CC(=O)O, CO, ClC(Cl)Cl, Cl, Cl, [Na]. The product is CN(CCCN1CCC(c2ccccc2)(N(C)C)CC1)C(=O)OC(C)(C)C. As a reaction SMILES: [C:31]([BH2:32])#[N:33].[CH3:16][N:17]([C:18]1([c:24]2[cH:25][cH:26][cH:27][cH:28][cH:29]2)[CH2:19][CH2:20][NH:21][CH2:22][CH2:23]1)[CH3:30].[CH3:1][N:2]([C:3]([O:4][C:5]([CH3:6])([CH3:7])[CH3:8])=[O:9])[CH2:10][CH2:11][CH:12]=[O:13].[CH3:35][OH:36].[CH3:37][C:38](=[O:39])[OH:40].[CH3:41][OH:42].[Cl:43][CH:44]([Cl:45])[Cl:46].[ClH:14].[ClH:15].[Na:34]>>[CH3:1][N:2]([C:3]([O:4][C:5]([CH3:6])([CH3:7])[CH3:8])=[O:9])[CH2:10][CH2:11][CH2:12][N:21]1[CH2:20][CH2:19][C:18]([N:17]([CH3:16])[CH3:30])([c:24]2[cH:25][cH:26][cH:27][cH:28][cH:29]2)[CH2:23][CH2:22]1.